From a dataset of the Open Reaction Database (ORD), a public repository of structured organic reaction records. describe an organic reaction: reactants, conditions, products, and yield Reactants: CCO, O=C(OCc1ccccc1)OC1CCc2[nH]cc3c(=O)n(-c4ccc(Cl)cc4)nc-3c2C1, CN(C)C=O. The product is O=c1c2c[nH]c3c(c-2nn1-c1ccc(Cl)cc1)CC(O)CC3. Reaction SMILES: [CH3:38][CH2:39][OH:40].[Cl:1][c:2]1[cH:3][cH:4][c:5](-[n:8]2[n:9][c:10]3[c:19]4[c:14]([nH:13][cH:12][c:11]-3[c:31]2=[O:32])[CH2:15][CH2:16][CH:17]([O:20][C:21]([O:22][CH2:23][c:24]2[cH:25][cH:26][cH:27][cH:28][cH:29]2)=[O:30])[CH2:18]4)[cH:6][cH:7]1.[O:33]=[CH:34][N:35]([CH3:36])[CH3:37]>>[Cl:1][c:2]1[cH:3][cH:4][c:5](-[n:8]2[n:9][c:10]3[c:19]4[c:14]([nH:13][cH:12][c:11]-3[c:31]2=[O:32])[CH2:15][CH2:16][CH:17]([OH:20])[CH2:18]4)[cH:6][cH:7]1.